This data is from the Open Reaction Database (ORD), a public repository of structured organic reaction records. The task is: describe an organic reaction: reactants, conditions, products, and yield The reactants are C1(=CCCCC1)CN1C(CCC1)CNC(=O)C1=CC(=CC=2CC(OC21)C)S(=O)(=O)CC2CC2 (N-(1-cyclohexenylmethyl-2-pyrrolidinyl-methyl)-5-cyclopropylmethylsulphonyl-2-methyl-2,3-dihydrobenzofuran-7-carboxamide), CS(=O)(=O)O (methanesulphonic acid). Solvent: C(C)(=O)OCC (ethyl acetate). The product is CS(=O)(=O)O.C1(=CCCCC1)CN1C(CCC1)CNC(=O)C1=CC(=CC=2CC(OC21)C)S(=O)(=O)CC2CC2 (N-(1-Cyclohexenylmethyl-2-pyrrolidinylmethyl)-5-cyclopropylmethylsulphonyl-2-methyl-2,3-dihydrobenzofuran-7-carboxamide methane sulphonate). Reaction SMILES: [C:1]1([CH2:7][N:8]2[CH2:12][CH2:11][CH2:10][CH:9]2[CH2:13][NH:14][C:15]([C:17]2[C:25]3[O:24][CH:23]([CH3:26])[CH2:22][C:21]=3[CH:20]=[C:19]([S:27]([CH2:30][CH:31]3[CH2:33][CH2:32]3)(=[O:29])=[O:28])[CH:18]=2)=[O:16])[CH2:6][CH2:5][CH2:4][CH2:3][CH:2]=1.[CH3:34][S:35]([OH:38])(=[O:37])=[O:36]>C(OCC)(=O)C>[CH3:34][S:35]([OH:38])(=[O:37])=[O:36].[C:1]1([CH2:7][N:8]2[CH2:12][CH2:11][CH2:10][CH:9]2[CH2:13][NH:14][C:15]([C:17]2[C:25]3[O:24][CH:23]([CH3:26])[CH2:22][C:21]=3[CH:20]=[C:19]([S:27]([CH2:30][CH:31]3[CH2:32][CH2:33]3)(=[O:28])=[O:29])[CH:18]=2)=[O:16])[CH2:6][CH2:5][CH2:4][CH2:3][CH:2]=1 |f:3.4|. Procedure details: 141 g of N-(1-cyclohexenylmethyl-2-pyrrolidinyl-methyl)-5-cyclopropylmethylsulphonyl-2-methyl-2,3-dihydrobenzofuran-7-carboxamide were dissolved in 340 ml of ethyl acetate and 29 g of methanesulphonic acid were then added.